This data is from the Open Reaction Database (ORD), a public repository of structured organic reaction records. The task is: describe an organic reaction: reactants, conditions, products, and yield Starting materials: Brc1ccc(Br)nc1, CCNCC, C#CCO, [Cu]I. Product: OCC#Cc1ccc(Br)cn1. Reaction SMILES: [Br:1][c:2]1[n:3][cH:4][c:5]([Br:8])[cH:6][cH:7]1.[CH2:13]([NH:14][CH2:15][CH3:16])[CH3:17].[CH2:9]([C:10]#[CH:11])[OH:12].[Cu:18][I:19]>>[c:2]1([C:11]#[C:10][CH2:9][OH:12])[n:3][cH:4][c:5]([Br:8])[cH:6][cH:7]1.